Dataset: the Open Reaction Database (ORD), a public repository of structured organic reaction records. Task: describe an organic reaction: reactants, conditions, products, and yield The reactants are CN1Cc2c(Cl)cc(Cl)cc2C(c2cccc(NC(=O)Oc3ccc([N+](=O)[O-])cc3)c2)C1, [N-]=[N+]=NCCOCCOCCOCCN, CN(C)C=O. Product: CN1Cc2c(Cl)cc(Cl)cc2C(c2cccc(NC(=O)NCCOCCOCCOCCN=[N+]=[N-])c2)C1. As a reaction SMILES: [Cl:1][c:2]1[cH:3][c:4]2[c:9]([c:10]([Cl:12])[cH:11]1)[CH2:8][N:7]([CH3:13])[CH2:6][CH:5]2[c:14]1[cH:15][c:16]([NH:20][C:21]([O:22][c:23]2[cH:24][cH:25][c:26]([N+:27]([O-:28])=[O:29])[cH:30][cH:31]2)=[O:32])[cH:17][cH:18][cH:19]1.[N:33](=[N+:34]=[N-:35])[CH2:36][CH2:37][O:38][CH2:39][CH2:40][O:41][CH2:42][CH2:43][O:44][CH2:45][CH2:46][NH2:47].[O:48]=[CH:49][N:50]([CH3:51])[CH3:52]>>[Cl:1][c:2]1[cH:3][c:4]2[c:9]([c:10]([Cl:12])[cH:11]1)[CH2:8][N:7]([CH3:13])[CH2:6][CH:5]2[c:14]1[cH:15][c:16]([NH:20][C:21](=[O:32])[NH:47][CH2:46][CH2:45][O:44][CH2:43][CH2:42][O:41][CH2:40][CH2:39][O:38][CH2:37][CH2:36][N:33]=[N+:34]=[N-:35])[cH:17][cH:18][cH:19]1.